This data is from the Open Reaction Database (ORD), a public repository of structured organic reaction records. The task is: describe an organic reaction: reactants, conditions, products, and yield The reactants are FC(F)(F)CC.[Br-].[Mg+2].[Br-] (trifluoromethyl ethane magnesium bromide), BrC=1C=C(C(=O)N(C)OC)C=CC1 (3-bromo-N-methoxy-N-methylbenzamide). The solvent is C1CCOC1 (THF), C1CCOC1 (THF). Reaction conditions: time 1 hour. Product: BrC=1C=C(C=CC1)C(CCC(F)(F)F)=O (1-(3-Bromo-phenyl)-4,4,4-trifluoro-butan-1-one). Yield: 77.1%. Reaction SMILES: [F:1][C:2]([CH2:5][CH3:6])([F:4])[F:3].[Br-].[Mg+2].[Br-].[Br:10][C:11]1[CH:12]=[C:13]([CH:20]=[CH:21][CH:22]=1)[C:14](N(OC)C)=[O:15]>C1COCC1>[Br:10][C:11]1[CH:12]=[C:13]([C:14](=[O:15])[CH2:6][CH2:5][C:2]([F:4])([F:3])[F:1])[CH:20]=[CH:21][CH:22]=1 |f:0.1.2.3|. Procedure: A prepared solution of trifluoromethyl ethane-magnesium bromide (made by refluxing Mg with 1-bromo, 2-trifluoromethyl ethane in THF for 2 hours; 4.6 g=25.82 mmol) in THF was added slowly to a cold (0° C.) solution of 3-bromo-N-methoxy-N-methylbenzamide (3.5 g, 14.3 mmol) in THF. The stirring continued at room temperature for 1 hour, quenched with cold saturated aqueous NH4Cl, acidified with 1 N HCl and extracted with ethyl ether. The organic extracts were combined, dried over MgSO4 and concentra... Starting materials: COc1ccc(C(=O)Nc2cc(NC(=O)c3ccccc3)ccc2Cl)c([N+](=O)[O-])c1, CC(=O)O, CCO, [Fe], [Na+], [Na+], O=C([O-])[O-], O. Yields the product COc1ccc(C(=O)Nc2cc(NC(=O)c3ccccc3)ccc2Cl)c(N)c1. RXN SMILES: [C:1]([c:2]1[cH:3][cH:4][cH:5][cH:6][cH:7]1)(=[O:8])[NH:9][c:10]1[cH:11][cH:12][c:13]([Cl:30])[c:14]([NH:16][C:17]([c:18]2[c:19]([N+:26]([O-:27])=[O:28])[cH:20][c:21]([O:24][CH3:25])[cH:22][cH:23]2)=[O:29])[cH:15]1.[CH3:32][C:33](=[O:34])[OH:35].[CH3:42][CH2:43][OH:44].[Fe:45].[Na+:36].[Na+:37].[O-:38][C:39](=[O:40])[O-:41].[OH2:31]>>[C:1]([c:2]1[cH:3][cH:4][cH:5][cH:6][cH:7]1)(=[O:8])[NH:9][c:10]1[cH:11][cH:12][c:13]([Cl:30])[c:14]([NH:16][C:17]([c:18]2[c:19]([NH2:26])[cH:20][c:21]([O:24][CH3:25])[cH:22][cH:23]2)=[O:29])[cH:15]1. The reactants are CS(C)=O, O=P([O-])([O-])[O-], CCC(=O)C(CCO)(c1ccccc1)c1ccccc1. Product: CCC(=O)C(CC=O)(c1ccccc1)c1ccccc1. Reaction SMILES: [CH3:21][S:22]([CH3:23])=[O:24].[O-:25][P:26](=[O:27])([O-:28])[O-:29].[c:1]1([C:7]([CH2:8][CH2:9][OH:10])([C:11]([CH2:12][CH3:13])=[O:14])[c:15]2[cH:16][cH:17][cH:18][cH:19][cH:20]2)[cH:2][cH:3][cH:4][cH:5][cH:6]1>>[c:1]1([C:7]([CH2:8][CH:9]=[O:10])([C:11]([CH2:12][CH3:13])=[O:14])[c:15]2[cH:16][cH:17][cH:18][cH:19][cH:20]2)[cH:2][cH:3][cH:4][cH:5][cH:6]1. Reactants: S1C2=C(C(=C1)C1=CC=C(OCC3OC3)C=C1)C=CC=C2 (2-(4-benzo[b]thiophen-3-yl-phenoxymethyl)-oxirane), S1C(=CC=C1)CN (2-thiophenemethylamine). Solvent: C(C)O (ethanol). The product is S1C2=C(C(=C1)C1=CC=C(OC[C@@H](CNCC=3SC=CC3)O)C=C1)C=CC=C2 ((R)-1-(4-benzo[b]thiophen-3-yl-phenoxy)-3-[(thiophen-2-ylmethyl)-amino]-propan-2-ol). RXN SMILES: [S:1]1[CH:5]=[C:4]([C:6]2[CH:16]=[CH:15][C:9]([O:10][CH2:11][CH:12]3[CH2:14][O:13]3)=[CH:8][CH:7]=2)[C:3]2[CH:17]=[CH:18][CH:19]=[CH:20][C:2]1=2.[S:21]1[CH:25]=[CH:24][CH:23]=[C:22]1[CH2:26][NH2:27]>C(O)C>[S:1]1[CH:5]=[C:4]([C:6]2[CH:16]=[CH:15][C:9]([O:10][CH2:11][C@H:12]([OH:13])[CH2:14][NH:27][CH2:26][C:22]3[S:21][CH:25]=[CH:24][CH:23]=3)=[CH:8][CH:7]=2)[C:3]2[CH:17]=[CH:18][CH:19]=[CH:20][C:2]1=2. Procedure details: The title compound is prepared from a mixture of 2-(4-benzo[b]thiophen-3-yl-phenoxymethyl)-oxirane, 2-thiophenemethylamine and ethanol essentially as described above in Example 94. Purity by LC/MS=99%, [M+H]+=396. Yield: 77.0%. Starting materials: Cl (hydrochloric acid), CC1(OC2C(C(CC=3C2CON3)OCOC)O1)C (4,5-(Dimethylmethylenedioxy)-6-(methoxymethoxy)-3,3a,4,5,6,7-hexahydro-2,1-benzoisooxazole), C(O)([O-])=O.[Na+] (sodium hydrogen carbonate). Yields the product OC1C(C(CC=2C1CON2)OCOC)O (4,5-dihydroxy-6-(methoxymethoxy)-3,3a,4,5,6,7-hexahydro-2,1-benzoisooxazole). The solvent is C(C)OCC (diethyl ether), O1CCCC1 (tetrahydrofuran). Reaction conditions: time 4 hour. Reported procedure: 4,5-(Dimethylmethylenedioxy)-6-(methoxymethoxy)-3,3a,4,5,6,7-hexahydro-2,1-benzoisooxazole (257 mg) was dissolved in 10 ml of tetrahydrofuran, and 1 ml of 1N hydrochloric acid was added, followed by stirring the mixture at room temperature for 4 hours. The reaction mixture was diluted with diethyl ether, and neutralized with a sodium hydrogen carbonate aqueous solution. The organic layer was washed with a sodium chloride aqueous solution, dried over anhydrous sodium sulfate, and concentrated und... As a reaction SMILES: CC1(C)[O:17][CH:5]2[CH:6]([O:13][CH2:14][O:15][CH3:16])[CH2:7][C:8]3[CH:9]([CH2:10][O:11][N:12]=3)[CH:4]2[O:3]1.Cl.C(=O)([O-])O.[Na+]>O1CCCC1.C(OCC)C>[OH:3][CH:4]1[CH:9]2[CH2:10][O:11][N:12]=[C:8]2[CH2:7][CH:6]([O:13][CH2:14][O:15][CH3:16])[CH:5]1[OH:17] |f:2.3|. Starting materials: BrC1=CC=CC(=N1)C1=NC(=CC=C1)C1=C(C=CC(=C1)OC)O (6-bromo-6′-(2-hydroxy-5-methoxyphenyl)-2,2′-bipyridine), C(C=C)C=1C=C(C(=C(C1)B(O)O)O)OC (5-allyl-2-hydroxy-3-methoxyphenylboronic acid). The product is OC1=C(C=C(C=C1)OC)C1=CC=CC(=N1)C1=NC(=CC=C1)C1=C(C(=CC(=C1)CC=C)OC)O (6-(2-Hydroxy-5-methoxyphenyl)-6′-(5-allyl-2-hydroxy-3-methoxyphenyl)-2,2′-bipyridine). Yield: 42.0%. RXN SMILES: Br[C:2]1[N:7]=[C:6]([C:8]2[CH:13]=[CH:12][CH:11]=[C:10]([C:14]3[CH:19]=[C:18]([O:20][CH3:21])[CH:17]=[CH:16][C:15]=3[OH:22])[N:9]=2)[CH:5]=[CH:4][CH:3]=1.[CH2:23]([C:26]1[CH:27]=[C:28]([O:36][CH3:37])[C:29]([OH:35])=[C:30](B(O)O)[CH:31]=1)[CH:24]=[CH2:25]>>[OH:22][C:15]1[CH:16]=[CH:17][C:18]([O:20][CH3:21])=[CH:19][C:14]=1[C:10]1[N:9]=[C:8]([C:6]2[CH:5]=[CH:4][CH:3]=[C:2]([C:30]3[CH:31]=[C:26]([CH2:23][CH:24]=[CH2:25])[CH:27]=[C:28]([O:36][CH3:37])[C:29]=3[OH:35])[N:7]=2)[CH:13]=[CH:12][CH:11]=1. Procedure details: 6-(2-Hydroxy-5-methoxyphenyl)-6′-(5-allyl-2-hydroxy-3-methoxyphenyl)-2,2′-bipyridine was prepared from 6-bromo-6′-(2-hydroxy-5-methoxyphenyl)-2,2′-bipyridine and 5-allyl-2-hydroxy-3-methoxyphenylboronic acid in 42% yield using method F; δH [2H6]-DMSO 13.41,(1H, s), 12.52,(1H, s), 8.38,(1H, d), 8.27,(1H, d), 8.24-8.12,(4H, m), 7.65,(1H, s), 7.52,(1H, s), 6.99,(1H, d), 6.93,(2H, m), 6.05,(1H, m), 5.14,(1h, d), 5.07,(1H, d), 3.83,(6H, s), 3.40,(2H, d). Reactants: CC(=O)OC(C)=O, ON=Cc1sc(Cl)nc1Cl. Yields the product N#Cc1sc(Cl)nc1Cl. Reaction SMILES: [CH3:11][C:12]([O:13][C:14](=[O:15])[CH3:16])=[O:17].[Cl:1][c:2]1[s:3][c:4]([CH:8]=[N:9][OH:10])[c:5]([Cl:7])[n:6]1>>[Cl:1][c:2]1[s:3][c:4]([C:8]#[N:9])[c:5]([Cl:7])[n:6]1.